From a dataset of the Open Reaction Database (ORD), a public repository of structured organic reaction records. describe an organic reaction: reactants, conditions, products, and yield The reactants are C(C)(=O)[O-].[NH4+] (Ammonium acetate), [N+](=O)([O-])C (nitromethane), C(C1=CC=CC=C1)OC=1C=C(C=O)C=CC1OCCCOC (3-(benzyloxy)-4-(3-methoxypropoxy)benzaldehyde), Example 32-2. The solvent is C(C)(=O)O (acetic acid). Reaction conditions: temperature 130 celsius, time 2 hour. The product is C(C1=CC=CC=C1)OC1=C(C=CC(=C1)\C=C\[N+](=O)[O-])OCCCOC ((E)-2-(Benzyloxy)-1-(3-methoxypropoxy)-4-(2-nitrovinyl)benzene). Reaction SMILES: C([O-])(=O)C.[NH4+].[N+:6]([CH3:9])([O-:8])=[O:7].[CH2:10]([O:17][C:18]1[CH:19]=[C:20]([CH:23]=[CH:24][C:25]=1[O:26][CH2:27][CH2:28][CH2:29][O:30][CH3:31])[CH:21]=O)[C:11]1[CH:16]=[CH:15][CH:14]=[CH:13][CH:12]=1>C(O)(=O)C>[CH2:10]([O:17][C:18]1[CH:19]=[C:20](/[CH:21]=[CH:9]/[N+:6]([O-:8])=[O:7])[CH:23]=[CH:24][C:25]=1[O:26][CH2:27][CH2:28][CH2:29][O:30][CH3:31])[C:11]1[CH:12]=[CH:13][CH:14]=[CH:15][CH:16]=1 |f:0.1|. Reported procedure: Ammonium acetate (6.10 g, 79.1 mmol) and nitromethane (8.93 mL, 165 mmol) were added to a solution of 3-(benzyloxy)-4-(3-methoxypropoxy)benzaldehyde described in Production Example 32-2 (19.8 g, 65.9 mmol) in acetic acid (52.8 mL) under nitrogen atmosphere at room temperature. The liquid mixture was stirred under a thermal condition of 130° C. for 2 hours. The reaction liquid was allowed to stand to cool to room temperature, then the precipitate was collected by filteration and washed with ethan... Reactants: OCc1ccc(OCc2ccccc2)cc1, CS(C)=O, C[Si](C)(C)Cl. Yields the product ClCc1ccc(OCc2ccccc2)cc1. RXN SMILES: [CH2:1]([c:2]1[cH:3][cH:4][cH:5][cH:6][cH:7]1)[O:8][c:9]1[cH:10][cH:11][c:12]([CH2:13][OH:14])[cH:15][cH:16]1.[CH3:22][S:23]([CH3:24])=[O:25].[Cl:17][Si:18]([CH3:19])([CH3:20])[CH3:21]>>[CH2:1]([c:2]1[cH:3][cH:4][cH:5][cH:6][cH:7]1)[O:8][c:9]1[cH:10][cH:11][c:12]([CH2:13][Cl:17])[cH:15][cH:16]1. Starting materials: COC(=O)C1=CC2=C(C=N1)N=CN2 (methyl-1H-imidazo[4,5-c]pyridine-6-carboxylate), N1(CCOCC1)CCN (2-morpholin-4-ylethanamine). Run in CO (methanol). The product is N1(CCOCC1)CCNC(=O)C1=CC2=C(C=N1)N=CN2 (N-(2-Morpholin-4-ylethyl)-1H-imidazo[4,5-c]pyridine-6-carboxamide). As a reaction SMILES: CO[C:3]([C:5]1[N:10]=[CH:9][C:8]2[N:11]=[CH:12][NH:13][C:7]=2[CH:6]=1)=[O:4].[N:14]1([CH2:20][CH2:21][NH2:22])[CH2:19][CH2:18][O:17][CH2:16][CH2:15]1>CO>[N:14]1([CH2:20][CH2:21][NH:22][C:3]([C:5]2[N:10]=[CH:9][C:8]3[N:11]=[CH:12][NH:13][C:7]=3[CH:6]=2)=[O:4])[CH2:19][CH2:18][O:17][CH2:16][CH2:15]1. Reported procedure: 2.0 g of methyl-1H-imidazo[4,5-c]pyridine-6-carboxylate (example D2), 22.1 g of 2-morpholin-4-ylethanamine and 70 ml methanol were placed in an autoclave for 2 h at 140° C. The methanol and 2-morpholin-4-ylethanamine were distilled off the reaction mixture under reduced pressure and the residue was purified by flash chromatography. After crystallization from ethyl acetate/n-hexane the title compound was obtained. The reactants are CCOC(C)=O, NC(=O)c1cccc(-c2ccc(CO)cc2Cl)c1. Yields the product NC(=O)c1cccc(-c2ccc(C=O)cc2Cl)c1. Reaction SMILES: [CH3:19][CH2:20][O:21][C:22](=[O:23])[CH3:24].[Cl:1][c:2]1[c:3](-[c:10]2[cH:11][c:12]([C:16](=[O:17])[NH2:18])[cH:13][cH:14][cH:15]2)[cH:4][cH:5][c:6]([CH2:8][OH:9])[cH:7]1>>[Cl:1][c:2]1[c:3](-[c:10]2[cH:11][c:12]([C:16](=[O:17])[NH2:18])[cH:13][cH:14][cH:15]2)[cH:4][cH:5][c:6]([CH:8]=[O:9])[cH:7]1.